From a dataset of the Open Reaction Database (ORD), a public repository of structured organic reaction records. describe an organic reaction: reactants, conditions, products, and yield Reactants: CC(Cl)c1cccnc1, O=C([H])C1=NNC(C2CC2)=C1. The reagents and catalysts are O=C([O-])[O-].[Cs+].[Cs+] (cesium carbonate), [I-].[K+] (potassium iodide). The solvent is CN(C)C=O (DMF), CN(C)C=O (dmf), CN(C)C=O (DMF). Conditions: temperature 70 celsius, time 16 hour. Product: O=C([H])C%15=NN(C(C)C%16=CC=CN=C%16)C(C%17CC%17)=C%15. Reactants: CCOC(C)=O, CCI, [K+], [K+], O=C([O-])[O-], CN(C)C=O, O, Cc1ccc(O)c(CO)n1. Yields the product CCOc1ccc(C)nc1CO. As a reaction SMILES: [CH3:26][CH2:27][O:28][C:29]([CH3:30])=[O:31].[I:17][CH2:18][CH3:19].[K+:11].[K+:12].[O-:13][C:14]([O-:15])=[O:16].[O:21]=[CH:22][N:23]([CH3:24])[CH3:25].[OH2:20].[OH:1][CH2:2][c:3]1[n:4][c:5]([CH3:10])[cH:6][cH:7][c:8]1[OH:9]>>[OH:1][CH2:2][c:3]1[n:4][c:5]([CH3:10])[cH:6][cH:7][c:8]1[O:9][CH2:18][CH3:19]. Reactants: ClC=1C(=NC=C(C1)Cl)F (3,5-dichloro-2-fluoropyridine), O1C=CC2=C1C=C(C=C2)CNS(=O)(=O)C2=CC=C(C(=O)OC)C=C2 (Methyl 4-(N-(benzofuran-6-ylmethyl)sulfamoyl)benzoate). Product: O1C=CC2=C1C=C(C=C2)CN(S(=O)(=O)C2=CC=C(C(=O)OC)C=C2)C2=NC=C(C=C2Cl)Cl (Methyl 4-(N-(benzofuran-6-ylmethyl)-N-(3,5-dichloropyridin-2-yl)sulfamoyl)benzoate). RXN SMILES: [Cl:1][C:2]1[C:3](F)=[N:4][CH:5]=[C:6]([Cl:8])[CH:7]=1.[O:10]1[C:14]2[CH:15]=[C:16]([CH2:19][NH:20][S:21]([C:24]3[CH:33]=[CH:32][C:27]([C:28]([O:30][CH3:31])=[O:29])=[CH:26][CH:25]=3)(=[O:23])=[O:22])[CH:17]=[CH:18][C:13]=2[CH:12]=[CH:11]1>>[O:10]1[C:14]2[CH:15]=[C:16]([CH2:19][N:20]([C:3]3[C:2]([Cl:1])=[CH:7][C:6]([Cl:8])=[CH:5][N:4]=3)[S:21]([C:24]3[CH:33]=[CH:32][C:27]([C:28]([O:30][CH3:31])=[O:29])=[CH:26][CH:25]=3)(=[O:23])=[O:22])[CH:17]=[CH:18][C:13]=2[CH:12]=[CH:11]1. Procedure details: The titled compound was prepared according to the procedure described in step-2 of Example 1 from 3,5-dichloro-2-fluoropyridine and methyl 4-(N-(benzofuran-6-ylmethyl)sulfamoyl)benzoate (step-1 of Example 2). LC-MS (method-C) m/z: M+1 obs 490.91; tR=2.75 min. Reactants: N#Cc1c(Cl)c(Cl)c(Cl)c(Cl)c1Cl, NCCN, O. Product: N#Cc1c(Cl)c(Cl)c(NCCN)c(Cl)c1Cl. RXN SMILES: [Cl:1][c:2]1[c:3]([Cl:13])[c:4]([Cl:12])[c:5]([Cl:11])[c:6]([Cl:10])[c:7]1[C:8]#[N:9].[NH2:14][CH2:15][CH2:16][NH2:17].[OH2:18]>>[Cl:1][c:2]1[c:3]([Cl:13])[c:4]([NH:17][CH2:16][CH2:15][NH2:14])[c:5]([Cl:11])[c:6]([Cl:10])[c:7]1[C:8]#[N:9]. Reactants: O1CCC(CC1)C=1C(=NC=CC1)OC1CC(C1)NC(OC(C)(C)C)=O (tert-butyl (3-((3-(tetrahydro-2H-pyran-4-yl)pyridin-2-yl)oxy)cyclobutyl)carbamate), Cl (HCl). The solvent is CO (MeOH). Conditions: time 2 hour. The product is Cl.O1CCC(CC1)C=1C(=NC=CC1)OC1CC(C1)N (3-((3-(tetrahydro-2H-pyran-4-yl)pyridin-2-yl)oxy)cyclobutanamine hydrochloride). Isolated yield 95.0%. As a reaction SMILES: [O:1]1[CH2:6][CH2:5][CH:4]([C:7]2[C:8]([O:13][CH:14]3[CH2:17][CH:16]([NH:18]C(=O)OC(C)(C)C)[CH2:15]3)=[N:9][CH:10]=[CH:11][CH:12]=2)[CH2:3][CH2:2]1.[ClH:26]>CO>[ClH:26].[O:1]1[CH2:6][CH2:5][CH:4]([C:7]2[C:8]([O:13][CH:14]3[CH2:17][CH:16]([NH2:18])[CH2:15]3)=[N:9][CH:10]=[CH:11][CH:12]=2)[CH2:3][CH2:2]1 |f:3.4|. Procedure details: To tert-butyl (3-((3-(tetrahydro-2H-pyran-4-yl)pyridin-2-yl)oxy)cyclobutyl)carbamate (348 mg, 1 mmol) was added 4 M HCl in MeOH (100 mL). The solution was stirred at RT for 2 hours. The solvent was removed under reduced pressure to give 3-((3-(tetrahydro-2H-pyran-4-yl)pyridin-2-yl)oxy)cyclobutanamine hydrochloride (248 mg, 0.95 mmol, yield 95%). ESI-MS (M+1): 249 calc. for C19H28N2O4 248.